From a dataset of the Open Reaction Database (ORD), a public repository of structured organic reaction records. describe an organic reaction: reactants, conditions, products, and yield Reactants: C(=O)(C(F)(F)F)O (TFA), C(C)(=O)Cl (acetyl chloride), [N+](=O)([O-])C1=CC=C(C2=CC=CC=C12)OCCC1=CC(=NC=C1)NC(OC(C)(C)C)=O (tert-butyl 4-(2-(4-nitronaphthalen-1-yloxy)ethyl)pyridin-2-ylcarbamate), CCN(C(C)C)C(C)C (DIPEA). Run in C1CCOC1 (THF), C(Cl)Cl (DCM), C(=O)(O)[O-].[Na+] (NaHCO3). Run at time 8 hour. Product: [N+](=O)([O-])C1=CC=C(C2=CC=CC=C12)OCCC1=CC(=NC=C1)NC(C)=O (N-(4-(2-(4-nitronaphthalen-1-yloxy)ethyl)pyridin-2-yl)acetamide). Reaction SMILES: [N+:1]([C:4]1[C:13]2[C:8](=[CH:9][CH:10]=[CH:11][CH:12]=2)[C:7]([O:14][CH2:15][CH2:16][C:17]2[CH:22]=[CH:21][N:20]=[C:19]([NH:23]C(=O)OC(C)(C)C)[CH:18]=2)=[CH:6][CH:5]=1)([O-:3])=[O:2].[C:31](O)([C:33](F)(F)F)=[O:32].CCN(C(C)C)C(C)C.C(Cl)(=O)C>C(Cl)Cl.C([O-])(O)=O.[Na+].C1COCC1>[N+:1]([C:4]1[C:13]2[C:8](=[CH:9][CH:10]=[CH:11][CH:12]=2)[C:7]([O:14][CH2:15][CH2:16][C:17]2[CH:22]=[CH:21][N:20]=[C:19]([NH:23][C:31](=[O:32])[CH3:33])[CH:18]=2)=[CH:6][CH:5]=1)([O-:3])=[O:2] |f:5.6|. Reported procedure: To a suspension of tert-butyl 4-(2-(4-nitronaphthalen-1-yloxy)ethyl)pyridin-2-ylcarbamate (900 mg, 2.20 mmol) in DCM (10.0 mL) was added TFA (10.0 mL) and the reaction mixture was stirred at RT overnight. The resulting mixture was evaporated in vacuo and the residue subjected to SCX capture and release. The crude product so obtained was taken up into THF (8.0 mL) and DIPEA (660 μl, 3.8 mmol) and then acetyl chloride (147 μl, 2.06 mmol) were added. After stirring for 1 hr, the mixture was diluted... Starting materials: FC1=CC=C(C=C1)N1N=CC(=C1C)C(=O)O (1-(4-fluorophenyl)-5-methylpyrazole-4-carboxylic acid), NC=1C=CC(=C(C#N)C1)N1CCN(CC1)C1CCOCC1 (5-amino-2-[4-(3,4,5,6-tetrahydro-2H-pyran-4-yl)piperazin-1-yl]benzonitrile). The product is C(#N)C=1C=C(C=CC1N1CCN(CC1)C1CCOCC1)NC(=O)C=1C=NN(C1C)C1=CC=C(C=C1)F (N-{3-Cyano-4-[4-(3,4,5,6-tetrahydro-2H-pyran-4-yl)piperazin-1-yl]phenyl}-1-(4-fluorophenyl)-5-methylpyrazole-4-carboxamide). The yield is 45.1%. RXN SMILES: [F:1][C:2]1[CH:7]=[CH:6][C:5]([N:8]2[C:12]([CH3:13])=[C:11]([C:14]([OH:16])=O)[CH:10]=[N:9]2)=[CH:4][CH:3]=1.[NH2:17][C:18]1[CH:19]=[CH:20][C:21]([N:26]2[CH2:31][CH2:30][N:29]([CH:32]3[CH2:37][CH2:36][O:35][CH2:34][CH2:33]3)[CH2:28][CH2:27]2)=[C:22]([CH:25]=1)[C:23]#[N:24]>>[C:23]([C:22]1[CH:25]=[C:18]([NH:17][C:14]([C:11]2[CH:10]=[N:9][N:8]([C:5]3[CH:4]=[CH:3][C:2]([F:1])=[CH:7][CH:6]=3)[C:12]=2[CH3:13])=[O:16])[CH:19]=[CH:20][C:21]=1[N:26]1[CH2:31][CH2:30][N:29]([CH:32]2[CH2:37][CH2:36][O:35][CH2:34][CH2:33]2)[CH2:28][CH2:27]1)#[N:24]. Reported procedure: By the reaction and treatment in the same manner as in Example 64 using 1-(4-fluorophenyl)-5-methylpyrazole-4-carboxylic acid (0.6 g) and 5-amino-2-[4-(3,4,5,6-tetrahydro-2H-pyran-4-yl)piperazin-1-yl]benzonitrile (0.8 g), the title compound (0.6 g) was obtained, melting point: 240° C.